This data is from the Open Reaction Database (ORD), a public repository of structured organic reaction records. The task is: describe an organic reaction: reactants, conditions, products, and yield Starting materials: BrCC1=C(C=C(C(=O)OC)C=C1)OC (methyl 4-bromomethyl-3-methoxybenzoate), C(=O)C1=CC=C2C(=CNC2=C1)CCC (6-Formyl-3-propylindole), [H-].[Na+] (sodium hydride). Run in CN(C=O)C (DMF), CN(C=O)C (N,N-dimethylformamide), CN(C=O)C (DMF). Run at time 60 minute. Yields the product COC=1C=C(C(=O)OC)C=CC1CN1C=C(C2=CC=C(C=C12)C=O)CCC (methyl 3-methoxy-4-(6-formyl-3-propylindol-1-ylmethyl)benzoate). The yield is 97.6%. RXN SMILES: [CH:1]([C:3]1[CH:11]=[C:10]2[C:6]([C:7]([CH2:12][CH2:13][CH3:14])=[CH:8][NH:9]2)=[CH:5][CH:4]=1)=[O:2].[H-].[Na+].Br[CH2:18][C:19]1[CH:28]=[CH:27][C:22]([C:23]([O:25][CH3:26])=[O:24])=[CH:21][C:20]=1[O:29][CH3:30]>CN(C)C=O>[CH3:30][O:29][C:20]1[CH:21]=[C:22]([CH:27]=[CH:28][C:19]=1[CH2:18][N:9]1[C:10]2[C:6](=[CH:5][CH:4]=[C:3]([CH:1]=[O:2])[CH:11]=2)[C:7]([CH2:12][CH2:13][CH3:14])=[CH:8]1)[C:23]([O:25][CH3:26])=[O:24] |f:1.2|. Procedure: 6-Formyl-3-propylindole (1.0 g) in N,N-dimethylformamide (DMF) (10 ml) was added slowly to a stirred suspension of sodium hydride (0.128 g, oil-free) in dry DMF (30 ml) at 0° under an atmosphere of nitrogen. The mixture was stirred at 0° for 60 min and methyl 4-bromomethyl-3-methoxybenzoate (1.38 g) in dry DMF (10 ml) was added dropwise. The cooling bath was removed, the mixture stirred for 3.5 hr, then poured into 1N hydrochloric acid (75 ml), and extracted with ethyl acetate (15 ml). The organ... Starting materials: CC1=CC2=C(N=CN=C2Cl)O1 (6-methyl-4-chlorofuro[2,3-d]pyrimidine), C[S-].[Na+] (sodium thiomethoxide). Solvent: C(C)#N (acetonitrile). Yields the product CC1=CC2=C(N=CN=C2SC)O1 (6-Methyl-4-(methylthio)furo[2,3-d]pyrimidine). The yield is 90.0%. RXN SMILES: [CH3:1][C:2]1[O:11][C:5]2[N:6]=[CH:7][N:8]=[C:9](Cl)[C:4]=2[CH:3]=1.[CH3:12][S-:13].[Na+]>C(#N)C>[CH3:1][C:2]1[O:11][C:5]2[N:6]=[CH:7][N:8]=[C:9]([S:13][CH3:12])[C:4]=2[CH:3]=1 |f:1.2|. Reported procedure: A solution of 6-methyl-4-chlorofuro[2,3-d]pyrimidine (U.S. Pat. No. 3,577,420, example IG) (219 mg) in acetonitrile (25 mL) was heated under reflux with sodium thiomethoxide (190 mg) for 16 hours. The mixture was filtered and the solids washed with acetonitrile. Evaporation of the solvent afforded the title compound as a white solid (230 mg, 90%); Reactants: CN(C)CC1=CC2=C(CN(CC2)C(C2=CC=C(C=C2)C(=O)C=2OC=CC2)=O)O1 (N,N-Dimethyl-[6-[4-(2-furoyl)benzoyl]-4,5,6,7-tetrahydrofuro[2,3-c]pyridin-2-ylmethyl]amine), Cl (hydrogen chloride). Solvent: CO (methanol), CO (methanol). Product: Cl.CN(C)CC1=CC2=C(CN(CC2)C(C2=CC=C(C=C2)C(=O)C=2OC=CC2)=O)O1 (N,N-dimethyl-[6-[4-(2-furoyl)benzoyl]-4,5,6,7-tetrahydrofuro[2,3-c]pyridin-2-ylmethyl]amine hydrochloride). RXN SMILES: [CH3:1][N:2]([CH2:4][C:5]1[O:28][C:8]2[CH2:9][N:10]([C:13](=[O:27])[C:14]3[CH:19]=[CH:18][C:17]([C:20]([C:22]4[O:23][CH:24]=[CH:25][CH:26]=4)=[O:21])=[CH:16][CH:15]=3)[CH2:11][CH2:12][C:7]=2[CH:6]=1)[CH3:3].[ClH:29]>CO>[ClH:29].[CH3:3][N:2]([CH2:4][C:5]1[O:28][C:8]2[CH2:9][N:10]([C:13](=[O:27])[C:14]3[CH:15]=[CH:16][C:17]([C:20]([C:22]4[O:23][CH:24]=[CH:25][CH:26]=4)=[O:21])=[CH:18][CH:19]=3)[CH2:11][CH2:12][C:7]=2[CH:6]=1)[CH3:1] |f:3.4|. Procedure: N,N-Dimethyl-[6-[4-(2-furoyl)benzoyl]-4,5,6,7-tetrahydrofuro[2,3-c]pyridin-2-ylmethyl]amine 0.310 g was dissolved in 2 ml of methanol; hydrogen chloride in methanol was added in excess, followed by stirring. This mixture was then concentrated to yield the desired product. Reactants: C(Br)(Br)(Br)Br (carbon tetrabromide), C1(=CC=CC=C1)P(C1=CC=CC=C1)C1=CC=CC=C1 (triphenylphosphine), O1C(=CC=C1)C=O (2-furan-carboxaldehyde). Solvent: C(Cl)Cl (methylene chloride), C(Cl)Cl (methylene chloride), C(Cl)Cl (methylene chloride). Run at temperature 0 celsius, time 30 minute. Yields the product BrC(=CC=1OC=CC1)Br (2-(2',2'-Dibromoethenyl)furan). As a reaction SMILES: [C:1]([Br:5])(Br)(Br)[Br:2].C1(P(C2C=CC=CC=2)C2C=CC=CC=2)C=CC=CC=1.[O:25]1[CH:29]=[CH:28][CH:27]=[C:26]1[CH:30]=O>C(Cl)Cl>[Br:2][C:1]([Br:5])=[CH:30][C:26]1[O:25][CH:29]=[CH:28][CH:27]=1. Procedure: Mix carbon tetrabromide (49.8 g, 150 mmol) and methylene chloride (75 mL) and cool to 0° C. Add, by dropwise addition, a solution of triphenylphosphine (78.6 g, 300 mmol) in methylene chloride (75 mL). Stir at 0° C. for 30 minutes. Add, by dropwise addition, a solution of 2-furan-carboxaldehyde (7.57 g, 78.8 mmol) in methylene chloride (75 mL). Remove the cooling bath and stir at room temperature until the reaction is complete. Pour onto ethyl ether and water, separate the organic layer and dry ... The reactants are O=[N+]([O-])c1cc(Br)ccc1F, C1CCOC1, NCCN1CCOCC1. Product: O=[N+]([O-])c1cc(Br)ccc1NCCN1CCOCC1. As a reaction SMILES: [Br:1][c:2]1[cH:3][cH:4][c:5]([F:11])[c:6]([N+:8](=[O:9])[O-:10])[cH:7]1.[CH2:21]1[O:22][CH2:23][CH2:24][CH2:25]1.[NH2:12][CH2:13][CH2:14][N:15]1[CH2:16][CH2:17][O:18][CH2:19][CH2:20]1>>[Br:1][c:2]1[cH:3][cH:4][c:5]([NH:12][CH2:13][CH2:14][N:15]2[CH2:16][CH2:17][O:18][CH2:19][CH2:20]2)[c:6]([N+:8](=[O:9])[O-:10])[cH:7]1. Reactants: CCO, Cl, CCCCCCCN(CCc1ccc(OC(C)(C)C(=O)OCC)cc1)C(=O)Nc1ccc(F)cc1, [Na+], [OH-]. Product: CCCCCCCN(CCc1ccc(OC(C)(C)C(=O)O)cc1)C(=O)Nc1ccc(F)cc1. Reaction SMILES: [CH3:39][CH2:40][OH:41].[ClH:38].[F:1][c:2]1[cH:3][cH:4][c:5]([NH:8][C:9]([N:10]([CH2:11][CH2:12][CH2:13][CH2:14][CH2:15][CH2:16][CH3:17])[CH2:18][CH2:19][c:20]2[cH:21][cH:22][c:23]([O:24][C:25]([C:26](=[O:27])[O:28][CH2:29][CH3:30])([CH3:31])[CH3:32])[cH:33][cH:34]2)=[O:35])[cH:6][cH:7]1.[Na+:37].[OH-:36]>>[F:1][c:2]1[cH:3][cH:4][c:5]([NH:8][C:9]([N:10]([CH2:11][CH2:12][CH2:13][CH2:14][CH2:15][CH2:16][CH3:17])[CH2:18][CH2:19][c:20]2[cH:21][cH:22][c:23]([O:24][C:25]([C:26](=[O:27])[OH:28])([CH3:31])[CH3:32])[cH:33][cH:34]2)=[O:35])[cH:6][cH:7]1. Reactants: CC(=O)Nc1nc(C)c(-c2cc(S(=O)(=O)NCCCN(C)C)sc2Br)s1, [Li]CCCC, C1CCOC1. The product is CC(=O)Nc1nc(C)c(-c2csc(S(=O)(=O)NCCCN(C)C)c2)s1. As a reaction SMILES: [Br:1][c:2]1[s:3][c:4]([S:17]([NH:18][CH2:19][CH2:20][CH2:21][N:22]([CH3:23])[CH3:24])(=[O:25])=[O:26])[cH:5][c:6]1-[c:7]1[c:8]([CH3:16])[n:9][c:10]([NH:12][C:13]([CH3:14])=[O:15])[s:11]1.[CH2:27]([Li:28])[CH2:29][CH2:30][CH3:31].[CH2:32]1[O:33][CH2:34][CH2:35][CH2:36]1>>[cH:2]1[s:3][c:4]([S:17]([NH:18][CH2:19][CH2:20][CH2:21][N:22]([CH3:23])[CH3:24])(=[O:25])=[O:26])[cH:5][c:6]1-[c:7]1[c:8]([CH3:16])[n:9][c:10]([NH:12][C:13]([CH3:14])=[O:15])[s:11]1. Reactants: CN(CC(C)C1(C(CCCC1)C1=CC=CC=C1)O)C (1-(2-dimethylamino-1-methylethyl)-2-phenyl-cyclohexanol), CI (methyl iodide). The solvent is CCOCC (ether), O1CCCC1 (tetrahydrofuran). Conditions: time 7 day. The product is [I-].OC1(C(CCCC1)C1=CC=CC=C1)C(C[N+](C)(C)C)C ([2-(1-Hydroxy-2-phenylcyclohexyl)-propyl]-trimethylammonium iodide). RXN SMILES: [CH3:1][N:2]([CH3:19])[CH2:3][CH:4]([C:6]1([OH:18])[CH2:11][CH2:10][CH2:9][CH2:8][CH:7]1[C:12]1[CH:17]=[CH:16][CH:15]=[CH:14][CH:13]=1)[CH3:5].[CH3:20][I:21]>CCOCC.O1CCCC1>[I-:21].[OH:18][C:6]1([CH:4]([CH3:5])[CH2:3][N+:2]([CH3:20])([CH3:1])[CH3:19])[CH2:11][CH2:10][CH2:9][CH2:8][CH:7]1[C:12]1[CH:13]=[CH:14][CH:15]=[CH:16][CH:17]=1 |f:4.5|. Procedure details: A solution of 3.5 grams of 1-(2-dimethylamino-1-methylethyl)-2-phenyl-cyclohexanol in 250 ml ether and 10 ml tetrahydrofuran is treated with 6 ml methyl iodide and allowed to stand for 7 days. The crystalline product is filtered and washed with ether and recrystallized from water giving 2.1 grams melting at 155°-159°C. Reactants: N(N)C1=NN=C(C2=CC=CC=C12)N1CCOCC1 (1-hydrazino-4-morpholino phthalazine), CC(CCC(C)=O)=O (2,5-hexanedione). Solvent: C(C)(=O)O (acetic acid). Run at temperature 65 celsius. Yields the product CC=1N(C(=CC1)C)NC1=NN=C(C2=CC=CC=C12)N1CCOCC1 (N-(2,5-Dimethyl-1H-pyrrol-1-yl)-4-morpholino-1-phthalazineamine). Reaction SMILES: [NH:1]([C:3]1[C:12]2[C:7](=[CH:8][CH:9]=[CH:10][CH:11]=2)[C:6]([N:13]2[CH2:18][CH2:17][O:16][CH2:15][CH2:14]2)=[N:5][N:4]=1)[NH2:2].[CH3:19][C:20](=O)[CH2:21][CH2:22][C:23](=O)[CH3:24]>C(O)(=O)C>[CH3:24][C:23]1[N:2]([NH:1][C:3]2[C:12]3[C:7](=[CH:8][CH:9]=[CH:10][CH:11]=3)[C:6]([N:13]3[CH2:14][CH2:15][O:16][CH2:17][CH2:18]3)=[N:5][N:4]=2)[C:20]([CH3:19])=[CH:21][CH:22]=1. Procedure: To 4.9 grams (20 m moles) of 1-hydrazino-4-morpholino phthalazine (prepared from 1,4-dichlorophthalazine) according to the procedure of U.K. Pat. No. 1.157.642; M.p. 255°-260° C.) dissolved in 30 ml of acetic acid, 2.74 g (24 m moles) of 2,5-hexanedione are added and the mixture is heated at 65° C. for 3 hours. The reactants are ClC(CCC(=O)C1=CC=CC=C1)OC (4-chloro-4 -methoxybutyrophenone), 2,2-dimethylpropylene ketal, CC(CO)(CO)C (2,2-dimethyl-1,3-propanediol), C1(=CC=C(C=C1)S(=O)(=O)O)C (p-toluenesulfonic acid). Run in C1=CC=CC=C1 (benzene). The product is ClCCCC(=O)C1=CC=C(C=C1)OC (4-chloro-4'-methoxybutyrophenone). Isolated yield 30.9%. Reaction SMILES: [Cl:1][CH:2](OC)[CH2:3][CH2:4][C:5]([C:7]1[CH:12]=[CH:11][CH:10]=[CH:9][CH:8]=1)=[O:6].CC(C)(CO)[CH2:17][OH:18].C1(C)C=CC(S(O)(=O)=O)=CC=1>C1C=CC=CC=1>[Cl:1][CH2:2][CH2:3][CH2:4][C:5]([C:7]1[CH:8]=[CH:9][C:10]([O:18][CH3:17])=[CH:11][CH:12]=1)=[O:6]. Reported procedure: A solution of 45.96 g. (0.217 mole) of 4-chloro-4 -methoxybutyrophenone [prepared in (a), above], 28 g. (0.27 mole) of 2,2-dimethyl-1,3-propanediol and 0.53 g. of p-toluenesulfonic acid in 425 ml. of benzene is heated at reflux under a Dean-Stark trap for about 20 hours. The solution is allowed to cool, washed successively with aqueous sodium bicarbonate solution, water and brine and then evaporated to dryness. The residue is distilled at 174° C. at 1.5 mm. of mercury pressure and then recrystal...